Dataset: the Open Reaction Database (ORD), a public repository of structured organic reaction records. Task: describe an organic reaction: reactants, conditions, products, and yield Starting materials: CC(=O)OCc1csc(N)n1, CC(=O)Cl, ClCCl, Cl, O, c1ccncc1. Yields the product CC(=O)Nc1nc(COC(C)=O)cs1. RXN SMILES: [C:2]([CH3:3])(=[O:4])[O:5][CH2:6][c:7]1[n:8][c:9]([NH2:12])[s:10][cH:11]1.[CH3:19][C:20]([Cl:21])=[O:22].[Cl:24][CH2:25][Cl:26].[ClH:1].[OH2:23].[cH:13]1[cH:14][cH:15][n:16][cH:17][cH:18]1>>[C:2]([CH3:3])(=[O:4])[O:5][CH2:6][c:7]1[n:8][c:9]([NH:12][C:20]([CH3:19])=[O:22])[s:10][cH:11]1. Starting materials: C1CC(C=2C=CC=C3OC=4C=CC=CC4N1C23)=O (1,2-dihydro-3H-pyrido[3,2,1-kl]phenoxazin-3-one), N1=CC(=CC=C1)C=O (pyridine-3-aldehyde). Yields the product N1=CC(=CC=C1)CC=1C(C=2C=CC=C3OC=4C=CC=CC4N(C23)C1)=O (2-(3-pyridylmethyl)-3H-pyrido[3,2,1-kl]phenoxazin-3-one). The yield is 87.2%. Reaction SMILES: [CH2:1]1[N:16]2[C:17]3[C:8]([O:9][C:10]4[CH:11]=[CH:12][CH:13]=[CH:14][C:15]=42)=[CH:7][CH:6]=[CH:5][C:4]=3[C:3](=[O:18])[CH2:2]1.[N:19]1[CH:24]=[CH:23][CH:22]=[C:21]([CH:25]=O)[CH:20]=1>>[N:19]1[CH:24]=[CH:23][CH:22]=[C:21]([CH2:25][C:2]2[C:3](=[O:18])[C:4]3[CH:5]=[CH:6][CH:7]=[C:8]4[C:17]=3[N:16]([CH:1]=2)[C:15]2[CH:14]=[CH:13][CH:12]=[CH:11][C:10]=2[O:9]4)[CH:20]=1. Procedure details: According to Example 1<step 4>, 1,2-dihydro-3H-pyrido[3,2,1-kl]phenoxazin-3-one (1 g) prepared by the procedure described in literature (J. Org. Chem., 24, 1699 (1959)) was reacted with pyridine-3-aldehyde (0.7 g) to obtain the title compound (1.2 g; 88%). The chemical structure thereof is shown below. Starting materials: CCCC[Sn](CCCC)(CCCC)c1ccc(-c2cccs2)s1, O=Cc1cc(I)sc1CO, C1CCOC1. The product is O=Cc1cc(-c2ccc(-c3cccs3)s2)sc1CO. Reaction SMILES: [CH2:1]([Sn:2]([CH2:3][CH2:4][CH2:5][CH3:16])([c:6]1[cH:7][cH:8][c:9](-[c:11]2[s:12][cH:13][cH:14][cH:15]2)[s:10]1)[CH2:17][CH2:18][CH2:19][CH3:20])[CH2:21][CH2:22][CH3:23].[CH:24](=[O:25])[c:26]1[c:27]([CH2:32][OH:33])[s:28][c:29]([I:31])[cH:30]1.[O:34]1[CH2:35][CH2:36][CH2:37][CH2:38]1>>[c:6]1(-[c:29]2[s:28][c:27]([CH2:32][OH:33])[c:26]([CH:24]=[O:25])[cH:30]2)[cH:7][cH:8][c:9](-[c:11]2[s:12][cH:13][cH:14][cH:15]2)[s:10]1. Reactants: C(=O)C=1SC=C(C1C)C1CCCCC1 (2-formyl-3-methyl-4-cyclohexylthiophene), C(C)(=O)O (acetic acid), C(Cl)(Cl)Cl (chloroform), BrN1C(CCC1=O)=O (N-bromosuccinimide). The solvent is mixture, O (water). Reaction conditions: time 8 hour. Yields the product BrC1=C(C(=C(S1)C=O)C)C1CCCCC1 (5-bromo-3-methyl-4-cyclohexyl-2-formylthiophene). Yield: 57.4%. As a reaction SMILES: [CH:1]([C:3]1[S:4][CH:5]=[C:6]([CH:9]2[CH2:14][CH2:13][CH2:12][CH2:11][CH2:10]2)[C:7]=1[CH3:8])=[O:2].C(O)(=O)C.C(Cl)(Cl)Cl.[Br:23]N1C(=O)CCC1=O>O>[Br:23][C:5]1[S:4][C:3]([CH:1]=[O:2])=[C:7]([CH3:8])[C:6]=1[CH:9]1[CH2:14][CH2:13][CH2:12][CH2:11][CH2:10]1. Reported procedure: To a solution of 2-formyl-3-methyl-4-cyclohexylthiophene (4.1 g, 20 mmol, See Example 22) in 30 mL of a mixture prepared from acetic acid and chloroform (1:1), was added solid N-bromosuccinimide (5.3 g, 30 mmol) slowly in portions at 0° C. The reaction mixture was then stirred overnight at room temperature, poured into water, and extracted repeatedly with dichloromethane. The combined organic layers were washed with saturated NaHCO3 and brine solutions, and dried over anhydrous Na2SO4. After the...